This data is from the Open Reaction Database (ORD), a public repository of structured organic reaction records. The task is: describe an organic reaction: reactants, conditions, products, and yield Reactants: ClC1=NN(C(N1C1=C(C(=O)OC)C=CC=C1C)=O)C (methyl 2-(3-chloro-1,5-dihydro-1-methyl-5-oxo-4H-1,2,4-triazol-4-yl)-3-methylbenzoate), solution, [H-].C(C(C)C)[Al+]CC(C)C (DIBAL), solution, [H-].C(C(C)C)[Al+]CC(C)C (DIBAL). Solvent: ClCCl (dichloromethane), ClCCl (dichloromethane), ClCCl (dichloromethane). The product is ClC=1N(C(N(N1)C)=O)C1=C(C=CC=C1C)CO (5-chloro-2,4-dihydro-4-[2-(hydroxymethyl)-6-methylphenyl]-2-methyl-3H-1,2,4-triazol-3-one). The yield is 69.9%. As a reaction SMILES: [Cl:1][C:2]1[N:6]([C:7]2[C:16]([CH3:17])=[CH:15][CH:14]=[CH:13][C:8]=2[C:9](OC)=[O:10])[C:5](=[O:18])[N:4]([CH3:19])[N:3]=1.[H-].C([Al+]CC(C)C)C(C)C>ClCCl>[Cl:1][C:2]1[N:6]([C:7]2[C:16]([CH3:17])=[CH:15][CH:14]=[CH:13][C:8]=2[CH2:9][OH:10])[C:5](=[O:18])[N:4]([CH3:19])[N:3]=1 |f:1.2|. Procedure: To a solution of the title compound of Step C (7.0 g, 24.8 mmol) in dichloromethane (60 mL) cooled to -78° C. under a nitrogen atmosphere was added a 1 Molar solution of DIBAL (diisobutylaluminum hydride) in dichloromethane (62 mL, 62 mmol). After the addition was complete, the reaction mixture was allowed to warm to room temperature for 1 h. An additional portion of 1 Molar solution of DIBAL in dichloromethane (31 mL) was added at -78° C. and the mixture warmed to room temperature for 1 h. The ...